describe an organic reaction: reactants, conditions, products, and yield From a dataset of the Open Reaction Database (ORD), a public repository of structured organic reaction records. Reactants: CCO, Cc1cc([N+](=O)[O-])ccc1F, [H][H]. Yields the product Cc1cc(N)ccc1F. RXN SMILES: [CH3:14][CH2:15][OH:16].[F:1][c:2]1[c:3]([CH3:11])[cH:4][c:5]([N+:8]([O-:9])=[O:10])[cH:6][cH:7]1.[H:12][H:13]>>[F:1][c:2]1[c:3]([CH3:11])[cH:4][c:5]([NH2:8])[cH:6][cH:7]1. Reactants: O (Water), COC=1C(=C2CCC(C2=CC1C)=O)C (5-methoxy-4,6-dimethyl-1-indanone), Cl.C1(=CC=CC=C1)NN (phenylhydrazine hydrochloride), Cl (hydrochloric acid). Run in C(C)O (ethanol). Yields the product COC=1C(=C2CC3=C(NC=4C=CC=CC34)C2=CC1C)C (5,10-dihydro-2-methoxy-1,3-dimethylindeno[1,2-b]indole). RXN SMILES: [CH3:1][O:2][C:3]1[C:4]([CH3:14])=[C:5]2[C:9](=[CH:10][C:11]=1[CH3:12])[C:8](=O)[CH2:7][CH2:6]2.Cl.[C:16]1([NH:22]N)[CH:21]=[CH:20][CH:19]=[CH:18][CH:17]=1.Cl.O>C(O)C>[CH3:1][O:2][C:3]1[C:4]([CH3:14])=[C:5]2[C:9](=[CH:10][C:11]=1[CH3:12])[C:8]1[NH:22][C:16]3[CH:17]=[CH:18][CH:19]=[CH:20][C:21]=3[C:7]=1[CH2:6]2 |f:1.2|. Reported procedure: A mixture of 5-methoxy-4,6-dimethyl-1-indanone (3.0 g, 16 mmol) and phenylhydrazine hydrochloride (2.3 g, 16 mmol) was heated to reflux in ethanol (20 cm3) containing concentrated hydrochloric acid (2 cm3). The reaction mixture was heated at reflux for 6 hours, and cooled to room temperature. Water was added, and the resulting precipitate filtered off. This product was dried in a vacuum oven, and purified by column chromatography to yield the title compound as a colourless solid. Yield: 2.8 g, (... The reactants are solid, [OH-].[Na+] (sodium hydroxide), SC=1SC2=C(N1)C=CC=C2 (mercaptobenzothiazole), O1CCN(CC1)SC=1SC2=C(N1)C=CC=C2 (2-(morpholinothio)benzothiazole), [S] (sulfur), SC=1SC2=C(N1)C=CC=C2 (2-mercaptobenzothiazole), [Na] (sodium). Solvent: C(C)(C)O (isopropyl alcohol). Reaction conditions: temperature 82.5 celsius, time 1 hour. Yields the product O1CCN(CC1)SSC=1SC2=C(N1)C=CC=C2 (2-(morpholinodithio)benzothiazole). The yield is 94.4%. Reaction SMILES: [O:1]1[CH2:6][CH2:5][N:4]([S:7]C2SC3C=CC=CC=3N=2)[CH2:3][CH2:2]1.[S].[Na].[SH:19][C:20]1[S:21][C:22]2[CH:28]=[CH:27][CH:26]=[CH:25][C:23]=2[N:24]=1.[OH-].[Na+]>C(O)(C)C>[O:1]1[CH2:6][CH2:5][N:4]([S:7][S:19][C:20]2[S:21][C:22]3[CH:28]=[CH:27][CH:26]=[CH:25][C:23]=3[N:24]=2)[CH2:3][CH2:2]1 |f:4.5,^3:16,^1:17|. Procedure details: There is charged to a glass or glass-lined reactor 25.2 grams (0.1 mole) of 2-(morpholinothio)benzothiazole, 3.2 grams (0.1 mole) of sulfur, and 150 ml. of essentially anhydrous isopropyl alcohol (0.4% by weight water). The catalyst, the sodium salt of mercaptobenzothiazole, is used in amount of 0.01 mole and is formed in situ by adding 0.01 mole of solid sodium hydroxide and then 0.01 mole of 2-mercaptobenzothiazole (MBT) to the reaction mixture. The reaction mixture is then stirred and heated ... Starting materials: Cl, CC(C)(C)OC(=O)NCc1cc(F)c(Cl)c(Nc2nc3cc(C(=O)NC4CCC(C(F)(F)F)CC4)c(N4CCC(F)CC4)nc3[nH]2)c1Cl, C1COCCO1. Product: NCc1cc(F)c(Cl)c(Nc2nc3cc(C(=O)NC4CCC(C(F)(F)F)CC4)c(N4CCC(F)CC4)nc3[nH]2)c1Cl. RXN SMILES: [ClH:49].[F:1][C:2]([CH:3]1[CH2:4][CH2:5][CH:6]([NH:9][C:10](=[O:11])[c:12]2[cH:13][c:14]3[c:15]([n:16][c:17]2[N:18]2[CH2:19][CH2:20][CH:21]([F:24])[CH2:22][CH2:23]2)[nH:25][c:26]([NH:28][c:29]2[c:30]([Cl:46])[c:31]([CH2:37][NH:38][C:39]([O:40][C:41]([CH3:42])([CH3:43])[CH3:44])=[O:45])[cH:32][c:33]([F:36])[c:34]2[Cl:35])[n:27]3)[CH2:7][CH2:8]1)([F:47])[F:48].[O:50]1[CH2:51][CH2:52][O:53][CH2:54][CH2:55]1>>[F:1][C:2]([CH:3]1[CH2:4][CH2:5][CH:6]([NH:9][C:10](=[O:11])[c:12]2[cH:13][c:14]3[c:15]([n:16][c:17]2[N:18]2[CH2:19][CH2:20][CH:21]([F:24])[CH2:22][CH2:23]2)[nH:25][c:26]([NH:28][c:29]2[c:30]([Cl:46])[c:31]([CH2:37][NH2:38])[cH:32][c:33]([F:36])[c:34]2[Cl:35])[n:27]3)[CH2:7][CH2:8]1)([F:47])[F:48]. The reactants are C1(=C(C=CC=C1)[Mg]Br)C (2-tolylmagnesium bromide), C1(=CC=CC=C1)[Mg]Br (phenylmagnesium bromide), ClP1OC2=C(C3=C1C=CC=C3)C=CC=C2 (6-chloro-6H-dibenz[c,e][1,2]oxaphosphorine). Solvent: O1CCCC1 (tetrahydrofuran), C(C)OCC (diethyl ether), CC=1C=CC=CC1C (o-xylene). Conditions: temperature 25 celsius. Yields the product OC1=C(C=CC=C1)C1=C(C=CC=C1)PC1=C(C=CC=C1)C1=C(C=CC=C1)C (2'-hydroxy-2-[(2-tolyl-phenyl)phosphino]biphenyl). The yield is 100.0%. RXN SMILES: Cl[P:2]1[C:7]2[CH:8]=[CH:9][CH:10]=[CH:11][C:6]=2[C:5]2[CH:12]=[CH:13][CH:14]=[CH:15][C:4]=2[O:3]1.[C:16]1([CH3:24])[CH:21]=[CH:20][CH:19]=[CH:18][C:17]=1[Mg]Br.[C:25]1([Mg]Br)[CH:30]=[CH:29][CH:28]=[CH:27][CH:26]=1>CC1C=CC=CC=1C.O1CCCC1.C(OCC)C>[OH:3][C:4]1[CH:15]=[CH:14][CH:13]=[CH:12][C:5]=1[C:6]1[CH:11]=[CH:10][CH:9]=[CH:8][C:7]=1[PH:2][C:17]1[CH:18]=[CH:19][CH:20]=[CH:21][C:16]=1[C:24]1[CH:29]=[CH:30][CH:25]=[CH:26][C:27]=1[CH3:28]. Procedure details: 16.4 g (70 mmol) of 6-chloro-6H-dibenz[c,e][1,2]oxaphosphorine in 50 ml of anhydrous o-xylene are introduced, in an argon atmosphere with stirring, and a solution of 70 mmol of 2-tolylmagnesium bromide in tetrahydrofuran are added dropwise at -10° C. The mixture is slowly heated to 25° C. and stirred for 3 hours. A solution of 70 mmol of phenylmagnesium bromide in 50 ml of diethyl ether is added dropwise and the mixture is then heated to 65° C., the diethyl ether being distilled off. The mixture... Starting materials: COC(=O)CSc1ncc(C(=O)OC)cc1[N+](=O)[O-], CC(=O)O, [Fe]. Product: COC(=O)c1cnc2c(c1)NC(=O)CS2. Reaction SMILES: [CH3:1][O:2][C:3]([c:4]1[cH:5][n:6][c:7]([S:13][CH2:14][C:15](=[O:16])[O:17][CH3:18])[c:8]([N+:10]([O-:11])=[O:12])[cH:9]1)=[O:19].[CH3:20][C:21](=[O:22])[OH:23].[Fe:24]>>[CH3:1][O:2][C:3]([c:4]1[cH:5][n:6][c:7]2[c:8]([cH:9]1)[NH:10][C:15](=[O:16])[CH2:14][S:13]2)=[O:19].